Dataset: the Open Reaction Database (ORD), a public repository of structured organic reaction records. Task: describe an organic reaction: reactants, conditions, products, and yield Reactants: C1(CCC(=O)O1)=O (succinic anhydride), C(C)(=O)O.COP(=O)(CC(CC(C)C)C(N[C@@H](CC(C)C)C(NC)=O)=O)CN ((aminomethyl)[(RS)-4-methyl-2-[[(S)-3-methyl-1-(methylcarbamoyl)butyl]carbamoyl]pentyl]phosphinic acid methyl ester acetate), OC1=CC=CC=2NN=NC21 (hydroxybenzotriazole), C1(CCCCC1)N=C=NC1CCCCC1 (N,N'-dicyclohexylcarbodiimide). Run in C(C)N(CC)CC (triethylamine), ClCCl (dichloromethane). Run at time 2 hour. The product is COP(=O)(CN1C(CCC1=O)=O)CC(CC(C)C)C(N[C@@H](CC(C)C)C(NC)=O)=O ([(RS)-4-methyl-2-[[(S)-3-methyl-1-(methylcarbamoyl)butyl]carbamoyl]pentyl](succinimidomethyl)phosphinic acid methyl ester). Isolated yield 60.7%. RXN SMILES: C(O)(=O)C.[CH3:5][O:6][P:7]([CH2:27][NH2:28])([CH2:9][CH:10]([C:15](=[O:26])[NH:16][C@H:17]([C:22](=[O:25])[NH:23][CH3:24])[CH2:18][CH:19]([CH3:21])[CH3:20])[CH2:11][CH:12]([CH3:14])[CH3:13])=[O:8].[C:29]1(=O)[O:34][C:32](=[O:33])[CH2:31][CH2:30]1.OC1C2N=NNC=2C=CC=1.C1(N=C=NC2CCCCC2)CCCCC1>ClCCl.C(N(CC)CC)C>[CH3:5][O:6][P:7]([CH2:9][CH:10]([C:15](=[O:26])[NH:16][C@H:17]([C:22](=[O:25])[NH:23][CH3:24])[CH2:18][CH:19]([CH3:21])[CH3:20])[CH2:11][CH:12]([CH3:14])[CH3:13])([CH2:27][N:28]1[C:32](=[O:33])[CH2:31][CH2:30][C:29]1=[O:34])=[O:8] |f:0.1|. Procedure: 0.36 g of (aminomethyl)[(RS)-4-methyl-2-[[(S)-3-methyl-1-(methylcarbamoyl)butyl]carbamoyl]pentyl]phosphinic acid methyl ester acetate, prepared as described in Example 2(A)(i), was dissolved in 10 ml of dichloromethane and 0.17 g of succinic anhydride and 0.17 g of triethylamine were added. After stirring at room temperature for 2 hours, 0.2 g of hydroxybenzotriazole and 0.2 g of N,N'-dicyclohexylcarbodiimide were added. The mixture was stirred at room temperature for 18 hours and then filtered ... Starting materials: CCO, CCOC(C)=O, CCOC(=O)c1cn2c3c(c(C4CC4)c(F)cc3c1=O)OCC2C, Cl, [Na+], C1COCCO1, [OH-], O. Product: CC1COc2c(C3CC3)c(F)cc3c(=O)c(C(=O)O)cn1c23. RXN SMILES: [CH3:27][CH2:28][OH:29].[CH3:31][CH2:32][O:33][C:34](=[O:35])[CH3:36].[CH:1]1([c:4]2[c:5]([F:24])[cH:6][c:7]3[c:8]4[n:9]([cH:15][c:16]([C:19](=[O:20])[O:21][CH2:22][CH3:23])[c:17]3=[O:18])[CH:10]([CH3:14])[CH2:11][O:12][c:13]24)[CH2:2][CH2:3]1.[ClH:30].[Na+:26].[O:38]1[CH2:39][CH2:40][O:41][CH2:42][CH2:43]1.[OH-:25].[OH2:37]>>[CH:1]1([c:4]2[c:5]([F:24])[cH:6][c:7]3[c:8]4[n:9]([cH:15][c:16]([C:19](=[O:20])[OH:21])[c:17]3=[O:18])[CH:10]([CH3:14])[CH2:11][O:12][c:13]24)[CH2:2][CH2:3]1. The reactants are CCOCC, Fc1cc(F)nc(F)n1, N. Product: Nc1nc(F)cc(F)n1. As a reaction SMILES: [CH3:11][CH2:12][O:13][CH2:14][CH3:15].[F:2][c:3]1[n:4][c:5]([F:10])[cH:6][c:7]([F:9])[n:8]1.[NH3:1]>>[NH2:1][c:3]1[n:4][c:5]([F:10])[cH:6][c:7]([F:9])[n:8]1.